This data is from the Open Reaction Database (ORD), a public repository of structured organic reaction records. The task is: describe an organic reaction: reactants, conditions, products, and yield Reactants: S(O)(O)(=O)=O (sulfuric acid), C1(=CC=C(OC)C=C1)C(=O)C(O)C1=CC=C(OC)C=C1 (anisoin), FC1=CC=C(C(=S)N)C=C1 (4-fluorothiobenzamide). The solvent is O1CCOCC1 (dioxane). Yields the product FC1=CC=C(C=C1)C=1SC(=C(N1)C1=CC=C(C=C1)OC)C1=CC=C(C=C1)OC (2-(4-Fluorophenyl)-4,5-bis(4-methoxyphenyl)thiazole). Isolated yield 70.0%. As a reaction SMILES: S(=O)(=O)(O)O.[C:6]1([C:14]([CH:16]([C:18]2[CH:25]=[CH:24][C:21]([O:22][CH3:23])=[CH:20][CH:19]=2)O)=O)[CH:13]=[CH:12][C:9]([O:10][CH3:11])=[CH:8][CH:7]=1.[F:26][C:27]1[CH:35]=[CH:34][C:30]([C:31]([NH2:33])=[S:32])=[CH:29][CH:28]=1>O1CCOCC1>[F:26][C:27]1[CH:35]=[CH:34][C:30]([C:31]2[S:32][C:16]([C:18]3[CH:25]=[CH:24][C:21]([O:22][CH3:23])=[CH:20][CH:19]=3)=[C:14]([C:6]3[CH:13]=[CH:12][C:9]([O:10][CH3:11])=[CH:8][CH:7]=3)[N:33]=2)=[CH:29][CH:28]=1. Procedure details: Three ml. of concentrated sulfuric acid, 250 ml. of dioxane, 27.2 g. (0.10 mole) of anisoin, and 15.5 g. (0.10 mole) of 4-fluorothiobenzamide were placed in a round bottom flask. The mixture was stirred at reflux for 3 days, then cooled to room temperature, and poured onto ice. Then the mixture was extracted with ethyl acetate, washed with water, and dried over sodium sulfate. After the ethyl acetate was evaporated, a crude solid of 35 g. remained. The solid was then recrystallized from ethyl ac...